From a dataset of the Open Reaction Database (ORD), a public repository of structured organic reaction records. describe an organic reaction: reactants, conditions, products, and yield Starting materials: ClC=1C=C(C=CC1)C(C=CN(C)C)=O (3'-chloro-3-dimethylaminoacrylophenone), NC1=NNC=C1C#N (3-aminopyrazole-4-carbonitrile). The solvent is C(C)(=O)O (acetic acid). Yields the product ClC=1C=C(C=CC1)C1=CC=NC=2N1N=CC2C#N (7-(3-Chlorophenyl)pyrazolo[1,5-a]pyrimidine-3-carbonitrile). Isolated yield 83.2%. Reaction SMILES: [Cl:1][C:2]1[CH:3]=[C:4]([C:8](=O)[CH:9]=[CH:10][N:11]([CH3:13])C)[CH:5]=[CH:6][CH:7]=1.N[C:16]1[C:20]([C:21]#[N:22])=C[NH:18][N:17]=1>C(O)(=O)C>[Cl:1][C:2]1[CH:3]=[C:4]([C:8]2[N:18]3[N:17]=[CH:16][C:20]([C:21]#[N:22])=[C:13]3[N:11]=[CH:10][CH:9]=2)[CH:5]=[CH:6][CH:7]=1. Reported procedure: A mixture of 50.0 g of 3'-chloro-3-dimethylaminoacrylophenone, 25.0 g of 3-aminopyrazole-4-carbonitrile and 500 ml of glacial acetic acid was heated at reflux for 2 hours. The mixture went into solution upon heating and a precipitate formed after one hour of refluxing. The reaction mixture was filtered and the crystals collected were triturated with saturated aqueous sodium bicarbonate, filtered and washed with water and then dried to give 49.0 g of the product of the example as colorless crysta...